From a dataset of the Open Reaction Database (ORD), a public repository of structured organic reaction records. describe an organic reaction: reactants, conditions, products, and yield Reactants: CO, CN1CCC(=NO)c2ccccc21, [OH-], [OH-], [Pd+2]. RXN SMILES: [CH3:14][OH:15].[CH3:1][N:2]1[CH2:3][CH2:4][C:5](=[N:12][OH:13])[c:6]2[cH:7][cH:8][cH:9][cH:10][c:11]21.[OH-:16].[OH-:17].[Pd+2:18]>>[CH3:1][N:2]1[CH2:3][CH2:4][CH:5]([NH2:12])[c:6]2[cH:7][cH:8][cH:9][cH:10][c:11]21. Yields the product CN1CCC(N)c2ccccc21.